This data is from the Open Reaction Database (ORD), a public repository of structured organic reaction records. The task is: describe an organic reaction: reactants, conditions, products, and yield The reactants are B, COc1cc(CC#N)ccc1[N+](=O)[O-], Cl, [Na+], C1CCOC1, C1CCOC1, [OH-], O. Product: COc1cc(CCN)ccc1[N+](=O)[O-]. RXN SMILES: [BH3:20].[CH3:1][O:2][c:3]1[cH:4][c:5]([CH2:12][C:13]#[N:14])[cH:6][cH:7][c:8]1[N+:9](=[O:10])[O-:11].[ClH:21].[Na+:23].[O:15]1[CH2:16][CH2:17][CH2:18][CH2:19]1.[O:24]1[CH2:25][CH2:26][CH2:27][CH2:28]1.[OH-:22].[OH2:29]>>[CH3:1][O:2][c:3]1[cH:4][c:5]([CH2:12][CH2:13][NH2:14])[cH:6][cH:7][c:8]1[N+:9](=[O:10])[O-:11]. Reactants: CN(C(=N)N(C)C)C (1,1,3,3-Tetramethylguanidine), COC(C(NC(C1=C(C=C(C=C1C)C(=O)NCC1=CC(=CC=C1)O)Cl)=O)P(=O)(OC)OC)=O (rac.-N-[2-chloro4-[[(3-hydroxybenzyl)amino]carbonyl]-6-methylbenzoyl]-2-(dimethoxyphosphinyl)glycine methyl ester), O1CCCC1 (tetrahydrofuran), C(C1=CC=CC=C1)=O (benzaldehyde). Reaction conditions: time 5 minute. The product is COC(/C(=C/C1=CC=CC=C1)/NC(C1=C(C=C(C=C1C)C(=O)NCC1=CC(=CC=C1)O)Cl)=O)=O ((Z)-2-[[2-chloro-4-[[(3-hydroxybenzyl)amino]carbonyl]-6-methylbenzoyl]amino]-3-phenylpropenoic acid methyl ester). Isolated yield 73.0%. As a reaction SMILES: CN(C)C(N(C)C)=N.[CH3:9][O:10][C:11](=[O:41])[CH:12](P(OC)(OC)=O)[NH:13][C:14](=[O:34])[C:15]1[C:20]([CH3:21])=[CH:19][C:18]([C:22]([NH:24][CH2:25][C:26]2[CH:31]=[CH:30][CH:29]=[C:28](O)[CH:27]=2)=[O:23])=[CH:17][C:16]=1[Cl:33].[CH:42](=O)[C:43]1[CH:48]=[CH:47][CH:46]=[CH:45][CH:44]=1.[O:50]1CCCC1>>[CH3:9][O:10][C:11](=[O:41])/[C:12](/[NH:13][C:14](=[O:34])[C:15]1[C:20]([CH3:21])=[CH:19][C:18]([C:22]([NH:24][CH2:25][C:26]2[CH:31]=[CH:30][CH:29]=[C:28]([OH:50])[CH:27]=2)=[O:23])=[CH:17][C:16]=1[Cl:33])=[CH:42]/[C:43]1[CH:48]=[CH:47][CH:46]=[CH:45][CH:44]=1. Reported procedure: 1,1,3,3-Tetramethylguanidine (20 μL, 0.16 mmol) was added to a solution of rac.-N-[2-chloro-4-[[(3-hydroxybenzyl)amino]carbonyl]-6-methylbenzoyl]-2-(dimethoxyphosphinyl)glycine methyl ester (Example 132; 33 mg, 0.066 mmol) in tetrahydrofuran (1 mL) at room temperature. After 5 min, benzaldehyde (7 μL, 0.068 mmol) was added and the solution was stirred at room temperature for 16 h. The solvent was evaporated and the residue was purified by chromatography over silica gel. The column was eluted seq...